From a dataset of the Open Reaction Database (ORD), a public repository of structured organic reaction records. describe an organic reaction: reactants, conditions, products, and yield The reactants are O=C[C@H](O)[C@@H](O)[C@H](O)[C@H](O)CO (glucose), CN (methylamine). Run at time 8 hour. Product: CN[C@H]1[C@H](O)[C@@H](O)[C@H](O)[C@H](O1)CO (N-Methyl β-D-Glucosylamine). As a reaction SMILES: [O:1]=[CH:2][C@@H:3]([C@H:5]([C@@H:7]([C@@H:9]([CH2:11][OH:12])[OH:10])[OH:8])[OH:6])O.[CH3:13][NH2:14]>>[CH3:13][NH:14][C@@H:11]1[O:12][C@H:3]([CH2:2][OH:1])[C@@H:5]([OH:6])[C@H:7]([OH:8])[C@H:9]1[OH:10]. Procedure details: A one necked round bottom flask equipped with a stir bar was charged with glucose (40.0 g, 0.22 mole) and 2.0M methylamine (116.5 ml, 0.23 mole). The mixture was stirred overnight at room temperature (20°-21° C.). A sample was taken and analyzed by gas chromatography after acetylation. The reactants are O=C([O-])[O-], CN(C)C=O, ClCc1ccncc1, Cn1[nH]c(=O)c2cnc3c(NC(=O)c4c(Cl)cccc4Cl)cccc3c21, Cl, Cl, [K+], [K+]. Product: Cn1c2c(cnc3c(NC(=O)c4c(Cl)cccc4Cl)cccc32)c(=O)n1Cc1ccncc1. As a reaction SMILES: [C:37](=[O:38])([O-:39])[O-:40].[CH3:43][N:44]([CH3:45])[CH:46]=[O:47].[Cl:29][CH2:30][c:31]1[cH:32][cH:33][n:34][cH:35][cH:36]1.[Cl:2][c:3]1[c:4]([C:5](=[O:6])[NH:7][c:8]2[cH:9][cH:10][cH:11][c:12]3[c:13]4[c:14]([cH:15][n:16][c:17]23)[c:18](=[O:22])[nH:19][n:20]4[CH3:21])[c:23]([Cl:27])[cH:24][cH:25][cH:26]1.[ClH:1].[ClH:28].[K+:41].[K+:42]>>[Cl:2][c:3]1[c:4]([C:5](=[O:6])[NH:7][c:8]2[cH:9][cH:10][cH:11][c:12]3[c:13]4[c:14]([cH:15][n:16][c:17]23)[c:18](=[O:22])[n:19]([CH2:30][c:31]2[cH:32][cH:33][n:34][cH:35][cH:36]2)[n:20]4[CH3:21])[c:23]([Cl:27])[cH:24][cH:25][cH:26]1. Starting materials: C1(=CC=CC=C1)O (phenol), phenols, [Al] (aluminum), CC(C)=C (isobutylene), olefin, C1(=CC=CC=C1)O (phenol), C(C)(C)(C)C1=C(C=CC=C1)O (ortho-tert-butylphenol). The reagents and catalysts are aluminum aryloxide. Yields the product C(C)(C)(C)C1=C(C(=CC=C1)C(C)(C)C)O (2,6-di-tert-butylphenol). Yield: 98.5%. As a reaction SMILES: C1(O)C=CC=CC=1.[Al].[C:9]([C:13]1[CH:18]=[CH:17][CH:16]=[CH:15][C:14]=1[OH:19])([CH3:12])([CH3:11])[CH3:10].[CH3:20][C:21](=[CH2:23])[CH3:22]>>[C:9]([C:13]1[CH:18]=[CH:17][CH:16]=[C:15]([C:21]([CH3:23])([CH3:22])[CH3:20])[C:14]=1[OH:19])([CH3:12])([CH3:10])[CH3:11]. Procedure details: The heterogeneous catalyst of the invention provides a new route to ortho-alkylphenols, especially commercially valuable phenols such as 2,6-di-tert-butylphenol, ortho-sec-butylphenol, and the like. Furthermore, the heterogeneous catalyst process of the invention is well suited to a fixed bed embodiment for a continuous process when the bed is properly sized to provide the reactivity required by the reaction conditions, the phenol being alkylated, and the olefin being used. Use of the heterogene... The reactants are COc1ccc2c(=O)c(-c3ccc(C4(NC(=O)OC(C)(C)C)CCC4)cc3)c(-c3ccccc3)oc2c1-c1cn[nH]c1, CO, Cl, O=C(O)C(F)(F)F, NC1(c2ccc(-c3c(-c4ccccc4)oc4ccc(F)cc4c3=O)cc2)CCC1, O. The product is COc1ccc2c(=O)c(-c3ccc(C4(N)CCC4)cc3)c(-c3ccccc3)oc2c1-c1cn[nH]c1. RXN SMILES: [C:30]([O:31][C:32](=[O:33])[NH:36][C:37]1([c:41]2[cH:42][cH:43][c:44](-[c:47]3[c:48](-[c:65]4[cH:66][cH:67][cH:68][cH:69][cH:70]4)[o:49][c:50]4[c:51](-[c:60]5[cH:61][n:62][nH:63][cH:64]5)[c:52]([O:58][CH3:59])[cH:53][cH:54][c:55]4[c:56]3=[O:57])[cH:45][cH:46]2)[CH2:38][CH2:39][CH2:40]1)([CH3:34])([CH3:35])[CH3:71].[CH3:79][OH:80].[ClH:82].[F:72][C:73]([F:74])([F:75])[C:76]([OH:77])=[O:78].[NH2:1][C:2]1([c:3]2[cH:4][cH:5][c:6](-[c:7]3[c:8](=[O:9])[c:10]4[c:11]([cH:12][cH:13][c:14]([F:15])[cH:16]4)[o:17][c:18]3-[c:19]3[cH:20][cH:21][cH:22][cH:23][cH:24]3)[cH:25][cH:26]2)[CH2:27][CH2:28][CH2:29]1.[OH2:81]>>[NH2:36][C:37]1([c:41]2[cH:42][cH:43][c:44](-[c:47]3[c:48](-[c:65]4[cH:66][cH:67][cH:68][cH:69][cH:70]4)[o:49][c:50]4[c:51](-[c:60]5[cH:61][nH:62][n:63][cH:64]5)[c:52]([O:58][CH3:59])[cH:53][cH:54][c:55]4[c:56]3=[O:57])[cH:45][cH:46]2)[CH2:38][CH2:39][CH2:40]1. Reactants: OCC=1C=C(C=CC1)SC (3-Hydroxymethyl-1-methylthiobenzene), C(Cl)Cl (CH2Cl2), C(Cl)Cl (CH2Cl2), initial mixture. Product: ClCC=1C=C(C=CC1)SC (3-Chloromethyl-1-methylthiobenzene). RXN SMILES: O[CH2:2][C:3]1[CH:4]=[C:5]([S:9][CH3:10])[CH:6]=[CH:7][CH:8]=1.C(Cl)[Cl:12]>>[Cl:12][CH2:2][C:3]1[CH:4]=[C:5]([S:9][CH3:10])[CH:6]=[CH:7][CH:8]=1. Procedure: 3-Hydroxymethyl-1-methylthiobenzene (3.3 g, 21 mmol) is dissolved in absolute CH2Cl2 (20 ml) under an argon atmosphere. A solution of SOC12 (2.6 g, 21 mmol) in absolute CH2Cl2 (10 ml) is added dropwise with stirring to this initial mixture in the course of 15 min, initially under reflux, then at an internal temperature of 30° C. The reaction mixture is stirred under reflux for 2.25 h. The reaction mixture is concentrated and the oily crude product is purified by bulb tube distillation (7.9×10−2 ... Starting materials: NC=1C(=NC(=CN1)Br)NCC1CN(CCC1)C(=O)OC(C)(C)C (tert-butyl 3-(((3-amino-6-bromopyrazine-2-yl)amino)methyl)piperidine-1-carboxylate), CN(C)C=O (DMF), isoamylnitrile. Reaction conditions: temperature 70 celsius, time 1 hour. Yields the product BrC1=CN=C2C(=N1)N(N=N2)CC2CN(CCC2)C(=O)OC(C)(C)C (tert-butyl 3-((6-bromo-1H-[1,2,3]triazolo[4,5-b]pyrazin-1-yl)methyl)piperidine-1-carboxylate). Yield: 62.0%. Reaction SMILES: [NH2:1][C:2]1[C:3]([NH:9][CH2:10][CH:11]2[CH2:16][CH2:15][CH2:14][N:13]([C:17]([O:19][C:20]([CH3:23])([CH3:22])[CH3:21])=[O:18])[CH2:12]2)=[N:4][C:5]([Br:8])=[CH:6][N:7]=1.C[N:25](C=O)C>>[Br:8][C:5]1[N:4]=[C:3]2[N:9]([CH2:10][CH:11]3[CH2:16][CH2:15][CH2:14][N:13]([C:17]([O:19][C:20]([CH3:23])([CH3:22])[CH3:21])=[O:18])[CH2:12]3)[N:25]=[N:1][C:2]2=[N:7][CH:6]=1. Procedure details: tert-butyl 3-(((3-amino-6-bromopyrazine-2-yl)amino)methyl)piperidine-1-carboxylate (2.19 g, 5.70 mmol) was dissolved in DMF (15 ml), and isoamylnitrile (0.92 ml, 6.84 mmol) was slowly dropped at 0° C. After that, the mixture was stirred at 70° C. for 1 hour. After the completion of the reaction, the reaction mixture was extracted with H2O, EA, and brine, followed by drying (Na2SO4), filtration, and concentration under reduced pressure, and the residue was purified by column chromatography (EA:He... Reactants: Cl.COC=1C=C2C(=NC(=NC2=CC1OC)NC)C=1C=C(C=CC1)NC(C1=CC=C(C(=O)O)C=C1)=O (N-[3-(6,7-dimethoxy-2-methylaminoquinazolin-4-yl)phenyl]terephthalamic acid hydrochloride), CCN=C=NCCCN(C)C.Cl (WSC hydrochloride), COCCO (2-methoxyethanol), O.ON1N=NC2=C1C=CC=C2 (1-hydroxybenzotriazole hydrate). Run in CN(C=O)C (dimethylformamide), C(C)N(CC)CC (triethylamine), O (water), C(C)(=O)OCC.CCCCCCC (ethyl acetate heptane). Reaction conditions: time 8 hour. Yields the product COCCOC(C1=CC=C(C(=O)NC2=CC(=CC=C2)C2=NC(=NC3=CC(=C(C=C23)OC)OC)NC)C=C1)=O (N-[3-(6,7-dimethoxy-2-methylaminoquinazolin-4-yl)phenyl]terephthalamic acid 2-methoxyethyl ester). Yield: 70.4%. Reaction SMILES: Cl.[CH3:2][O:3][C:4]1[CH:5]=[C:6]2[C:11](=[CH:12][C:13]=1[O:14][CH3:15])[N:10]=[C:9]([NH:16][CH3:17])[N:8]=[C:7]2[C:18]1[CH:19]=[C:20]([NH:24][C:25](=[O:35])[C:26]2[CH:34]=[CH:33][C:29]([C:30]([OH:32])=[O:31])=[CH:28][CH:27]=2)[CH:21]=[CH:22][CH:23]=1.[CH3:36][O:37][CH2:38][CH2:39]O.O.ON1C2C=CC=CC=2N=N1.CCN=C=NCCCN(C)C.Cl>CN(C)C=O.C(OCC)(=O)C.CCCCCCC.O.C(N(CC)CC)C>[CH3:36][O:37][CH2:38][CH2:39][O:31][C:30](=[O:32])[C:29]1[CH:33]=[CH:34][C:26]([C:25]([NH:24][C:20]2[CH:21]=[CH:22][CH:23]=[C:18]([C:7]3[C:6]4[C:11](=[CH:12][C:13]([O:14][CH3:15])=[C:4]([O:3][CH3:2])[CH:5]=4)[N:10]=[C:9]([NH:16][CH3:17])[N:8]=3)[CH:19]=2)=[O:35])=[CH:27][CH:28]=1 |f:0.1,3.4,5.6,8.9|. Procedure: A mixture consisting of 55 mg (0.11 mmol) of N-[3-(6,7-dimethoxy-2-methylaminoquinazolin-4-yl)phenyl]terephthalamic acid hydrochloride, 40 μL (0.51 mmol) of 2-methoxyethanol, 47 μL of triethylamine, 17 mg of 1-hydroxybenzotriazole hydrate, and 35 mg of WSC hydrochloride, was suspended in 2 mL of dimethylformamide, followed by stirring at room temperature overnight. The reaction mixture was poured into water, and extracted with ethyl acetate. The organic layer was washed with brine, and was then ...